This data is from the Open Reaction Database (ORD), a public repository of structured organic reaction records. The task is: describe an organic reaction: reactants, conditions, products, and yield Reactants: Cl (hydrochloric acid), CC1=CC=C(C(=S)Cl)C=C1 (4-methylthiobenzoyl chloride), C(CCl)Cl (dichloroethylene), C(CCl)Cl (dichloroethylene), C(C)(C)(C)C1=C(C(=CC=C1)C(C)(C)C)O (2,6-di(t-butyl)phenol). Reagents/catalysts: [Ti](Cl)(Cl)(Cl)Cl (titanium tetrachloride). Run in CCCCCC (hexane). Yields the product CC1=CC=C(C(=S)C2=CC(=C(C(=C2)C(C)(C)C)O)C(C)(C)C)C=C1 (4-(4-methylthiobenzoyl)-2,6-di(t-butyl)phenol). RXN SMILES: [CH3:1][C:2]1[CH:10]=[CH:9][C:5]([C:6](Cl)=[S:7])=[CH:4][CH:3]=1.C(Cl)CCl.[C:15]([C:19]1[CH:24]=[CH:23][CH:22]=[C:21]([C:25]([CH3:28])([CH3:27])[CH3:26])[C:20]=1[OH:29])([CH3:18])([CH3:17])[CH3:16].Cl>[Ti](Cl)(Cl)(Cl)Cl.CCCCCC>[CH3:1][C:2]1[CH:10]=[CH:9][C:5]([C:6]([C:23]2[CH:22]=[C:21]([C:25]([CH3:26])([CH3:27])[CH3:28])[C:20]([OH:29])=[C:19]([C:15]([CH3:18])([CH3:17])[CH3:16])[CH:24]=2)=[S:7])=[CH:4][CH:3]=1. Procedure: A solution of 54.4 g. (0.29 mole) of 4-methylthiobenzoyl chloride in 200 ml. of dichloroethylene is added gradually to 55 g. (0.29 mole) of titanium tetrachloride. After cooling this mixture, a solution of 60 g. of 2,6-di(t-butyl)phenol in 200 ml. of dichloroethylene is added. The resulting mixture is stirred for several hours, then hydrolyzed with 10 percent hydrochloric acid. The organic layer is separated, washed with water, dried and evaporated to provide a yellow oil. This product is mixed ... Starting materials: O=Cc1ccccc1Br, [Li]CCCC, CCO, Cc1ccccc1, CCCCCCCCCCC=Cc1ccccc1Br, C1CCOC1, Cl[Rh](Cl)Cl, c1ccc(P(c2ccccc2)c2ccccc2)cc1, c1ccc(P(c2ccccc2)c2ccccc2)cc1, c1ccc(P(c2ccccc2)c2ccccc2)cc1. Product: CCCCCCCCCCCCc1ccccc1Br. Reaction SMILES: [Br:6][c:7]1[cH:8][cH:9][cH:10][cH:11][c:12]1[CH:13]=[O:14].[CH2:1]([Li:2])[CH2:3][CH2:4][CH3:5].[CH3:34][CH2:35][OH:36].[CH3:42][c:43]1[cH:44][cH:45][cH:46][cH:47][cH:48]1.[CH:15](=[CH:16][CH2:17][CH2:18][CH2:19][CH2:20][CH2:21][CH2:22][CH2:23][CH2:24][CH2:25][CH3:26])[c:27]1[c:28]([Br:33])[cH:29][cH:30][cH:31][cH:32]1.[O:37]1[CH2:38][CH2:39][CH2:40][CH2:41]1.[Rh:49]([Cl:50])([Cl:51])[Cl:52].[c:53]1([P:54]([c:55]2[cH:56][cH:57][cH:58][cH:59][cH:60]2)[c:61]2[cH:62][cH:63][cH:64][cH:65][cH:66]2)[cH:67][cH:68][cH:69][cH:70][cH:71]1.[c:72]1([P:73]([c:74]2[cH:75][cH:76][cH:77][cH:78][cH:79]2)[c:80]2[cH:81][cH:82][cH:83][cH:84][cH:85]2)[cH:86][cH:87][cH:88][cH:89][cH:90]1.[c:91]1([P:92]([c:93]2[cH:94][cH:95][cH:96][cH:97][cH:98]2)[c:99]2[cH:100][cH:101][cH:102][cH:103][cH:104]2)[cH:105][cH:106][cH:107][cH:108][cH:109]1>>[CH2:15]([CH2:16][CH2:17][CH2:18][CH2:19][CH2:20][CH2:21][CH2:22][CH2:23][CH2:24][CH2:25][CH3:26])[c:27]1[c:28]([Br:33])[cH:29][cH:30][cH:31][cH:32]1. The reactants are FC(F)(F)S(=O)(=O)OC1=CC=C(C=2OC=CC21)C=2C(N(C(C2C2=CN(C1=CC=CC=C21)C)=O)C)=O (7-[1-methyl-4-(1-methylindol-3-yl)-2,5-dioxo-3-pyrrolin-3-yl]benzo[b]fur-4-yl (trifluoromethyl)sulfonate), C(C1=CC=CC=C1)(C1=CC=CC=C1)=N (benzophenone imine), tris-(benzylideneacetone) dipalladium(0), C1(=CC=CC=C1)P(C1=C(C2=CC=CC=C2C=C1)C1=C(C=CC2=CC=CC=C12)P(C1=CC=CC=C1)C1=CC=CC=C1)C1=CC=CC=C1 (racemic 2,2′-bis(diphenylphosphino)-1,1′-binaphthyl), C([O-])([O-])=O.[Cs+].[Cs+] (cesium carbonate). The solvent is C1(=CC=CC=C1)C (toluene), C(C)OCC (diethyl ether). Product: C(C1=CC=CC=C1)(C1=CC=CC=C1)=NC1=CC=C(C2=C1C=CO2)C=2C(N(C(C2C2=CN(C1=CC=CC=C21)C)=O)C)=O (3-[4-(Benzhydrylideneamino)benzofur-7-yl]-1-methyl-4-(1-methyl-1H-indol-3-yl)pyrrole-2,5-dione). As a reaction SMILES: FC(S(O[C:9]1[C:17]2[CH:16]=[CH:15][O:14][C:13]=2[C:12]([C:18]2[C:19](=[O:35])[N:20]([CH3:34])[C:21](=[O:33])[C:22]=2[C:23]2[C:31]3[C:26](=[CH:27][CH:28]=[CH:29][CH:30]=3)[N:25]([CH3:32])[CH:24]=2)=[CH:11][CH:10]=1)(=O)=O)(F)F.[C:36](=[NH:49])([C:43]1[CH:48]=[CH:47][CH:46]=[CH:45][CH:44]=1)[C:37]1[CH:42]=[CH:41][CH:40]=[CH:39][CH:38]=1.C1(P(C2C=CC=CC=2)C2C=CC3C(=CC=CC=3)C=2C2C3C(=CC=CC=3)C=CC=2P(C2C=CC=CC=2)C2C=CC=CC=2)C=CC=CC=1.C(=O)([O-])[O-].[Cs+].[Cs+]>C1(C)C=CC=CC=1.C(OCC)C>[C:36](=[N:49][C:9]1[C:17]2[CH:16]=[CH:15][O:14][C:13]=2[C:12]([C:18]2[C:19](=[O:35])[N:20]([CH3:34])[C:21](=[O:33])[C:22]=2[C:23]2[C:31]3[C:26](=[CH:27][CH:28]=[CH:29][CH:30]=3)[N:25]([CH3:32])[CH:24]=2)=[CH:11][CH:10]=1)([C:43]1[CH:44]=[CH:45][CH:46]=[CH:47][CH:48]=1)[C:37]1[CH:42]=[CH:41][CH:40]=[CH:39][CH:38]=1 |f:3.4.5|. Procedure: Heat a mixture of 7-[1-methyl-4-(1-methylindol-3-yl)-2,5-dioxo-3-pyrrolin-3-yl]benzo[b]fur-4-yl (trifluoromethyl)sulfonate (100 mg, 0.2 mmol), benzophenone imine (0.037 ml, 0.22 mmol), tris-(benzylideneacetone)-dipalladium(0)(9 mg, 0.01 mmol), racemic 2,2′-bis(diphenylphosphino)-1,1′-binaphthyl (19 mg, 0.03 mmol), and cesium carbonate (91 mg, 0.28 mmol) in anhydrous toluene (1 ml) to 80° C. for 19 hours under a nitrogen atmosphere. Allow the reaction to cool to room temperature, dilute with diet... The reactants are O=C(C(=O)OCC)C=[N+]=[N-] (ethyl 2-oxo-3-diazopropionate), [C-]#N (cyanide), O=C(C(=O)[O-])C=[N+]=[N-] (2-oxo-3-diazopropionate), C#N (hydrogen cyanide), carbene. The reagents and catalysts are [Cu] (copper). Reaction conditions: time 3 hour. The product is C(C)C=1OC(=CN1)C(=O)O (ethyl 5-carboxyoxazole). RXN SMILES: [O:1]=[C:2]([CH:8]=[N+:9]=[N-])[C:3]([O:5]CC)=[O:4].C#N.[C-]#N.O=[C:16]([CH:20]=[N+]=[N-])[C:17]([O-])=O>[Cu]>[CH2:16]([C:20]1[O:1][C:2]([C:3]([OH:5])=[O:4])=[CH:8][N:9]=1)[CH3:17]. Reported procedure: If one is unable to obtain 5-formyloxazole from commercial sources, one may prepare the compound under the procedure disclosed by J. Ratusky and F. Sorm, Chem. Listy, 51, 1091 (1957), or by following the steps in Scheme III. In the first step of Scheme III, an equimolar mixture of ethyl oxalyl chloride (which is commercially available, e.g., from Aldrich Chemical Co.), diazomethane, and triethylamine in diethyl ether is allowed to react at 20° C. for 4 hours to produce ethyl 2-oxo-3-diazopropion... Starting materials: CO, O=C1Cc2cc(NS(=O)(=O)c3cc(Cl)cc(Cl)c3)ccc2N1. Yields the product Nc1ccc2c(c1)CC(=O)N2. As a reaction SMILES: [CH3:23][OH:24].[Cl:1][c:2]1[cH:3][c:4]([S:5](=[O:6])(=[O:7])[NH:12][c:13]2[cH:14][c:15]3[c:19]([cH:20][cH:21]2)[NH:18][C:17](=[O:22])[CH2:16]3)[cH:8][c:9]([Cl:10])[cH:11]1>>[NH2:12][c:13]1[cH:14][c:15]2[c:19]([cH:20][cH:21]1)[NH:18][C:17](=[O:22])[CH2:16]2. Starting materials: ClCCl, Cl, C1CCOC1, O, CC(C)(C)N=Cc1ccccc1CCCCCCCCc1ccccc1. The product is O=Cc1ccccc1CCCCCCCCc1ccccc1. Reaction SMILES: [CH2:28]([Cl:29])[Cl:30].[ClH:27].[O:32]1[CH2:33][CH2:34][CH2:35][CH2:36]1.[OH2:31].[c:1]1([CH2:7][CH2:8][CH2:9][CH2:10][CH2:11][CH2:12][CH2:13][CH2:14][c:15]2[c:16]([CH:21]=[N:22][C:23]([CH3:24])([CH3:25])[CH3:26])[cH:17][cH:18][cH:19][cH:20]2)[cH:2][cH:3][cH:4][cH:5][cH:6]1>>[c:1]1([CH2:7][CH2:8][CH2:9][CH2:10][CH2:11][CH2:12][CH2:13][CH2:14][c:15]2[c:16]([CH:21]=[O:31])[cH:17][cH:18][cH:19][cH:20]2)[cH:2][cH:3][cH:4][cH:5][cH:6]1. Starting materials: FC1=C(C=CC=C1)/C(/C1=C(C(=C(C=C1)OC)C)O)=N/O (E-2'-fluoro-2-hydroxy-4-methoxy-3-methylbenzophenone oxime), C(C)(=O)OC(C)=O (acetic anhydride). The product is C(C)(=O)O\N=C(/C1=C(C(=C(C=C1)OC)C)O)\C1=C(C=CC=C1)F (E-2'-fluoro-2-hydroxy-4-methoxy-3-methylbenzophenone O-acetyl oxime). Reaction SMILES: [F:1][C:2]1[CH:7]=[CH:6][CH:5]=[CH:4][C:3]=1/[C:8](=[N:19]/[OH:20])/[C:9]1[CH:14]=[CH:13][C:12]([O:15][CH3:16])=[C:11]([CH3:17])[C:10]=1[OH:18].[C:21](OC(=O)C)(=[O:23])[CH3:22]>>[C:21]([O:20]/[N:19]=[C:8](/[C:3]1[CH:4]=[CH:5][CH:6]=[CH:7][C:2]=1[F:1])\[C:9]1[CH:14]=[CH:13][C:12]([O:15][CH3:16])=[C:11]([CH3:17])[C:10]=1[OH:18])(=[O:23])[CH3:22]. Procedure: E-2'-fluoro-2-hydroxy-4-methoxy-3-methylbenzophenone oxime (20.0 g) is warmed on a steam bath for one hour with 12 ml of acetic anhydride. The acetic anhydride is evaporated in vacuo and the product is distributed between ether and H2O, then the ether is washed with 10% NaHCO3. Evaporation and trituration of the crystalline product with hexane gives E-2'-fluoro-2-hydroxy-4-methoxy-3-methylbenzophenone O-acetyl oxime, mp 83°-86° C. Reactants: [Mg] (magnesium), [NH4+].[Cl-] (NH4Cl), BrC1=CC=C(C=C1)F (4-bromofluorobenzene), COC(CCCCCCCBr)=O (8-bromoctanoic acid methyl ester). Run in C1CCOC1 (THF), C1CCOC1 (THF). Product: OC(CCCCCCCBr)(C1=CC=C(C=C1)F)C1=CC=C(C=C1)F (8-hydroxy-8,8-bis-(4-fluorophenyl)-octyl bromide). RXN SMILES: [Mg].Br[C:3]1[CH:8]=[CH:7][C:6]([F:9])=[CH:5][CH:4]=1.CO[C:12](=[O:21])[CH2:13][CH2:14][CH2:15][CH2:16][CH2:17][CH2:18][CH2:19][Br:20].[NH4+].[Cl-]>C1COCC1>[OH:21][C:12]([C:3]1[CH:8]=[CH:7][C:6]([F:9])=[CH:5][CH:4]=1)([C:3]1[CH:8]=[CH:7][C:6]([F:9])=[CH:5][CH:4]=1)[CH2:13][CH2:14][CH2:15][CH2:16][CH2:17][CH2:18][CH2:19][Br:20] |f:3.4|. Procedure details: 7.65 g (313.8 mmol) magnesium shavings are placed under protective gas atmosphere and 55.1 g (314.8 mmol) 4-bromofluorobenzene dissolved in 250 ml abs. THF are added dropwise so that the reaction mixture boils gently. After complete addition, the mixture is heated for 30 minutes under reflux, and, afterwards, the suspension is cooled. While cooling in an ice bath, a solution of 25.0 g (105.4 mmol) 8-bromoctanoic acid methyl ester in 100 ml abs. THF is added dropwise. Subsequently, the mixture is...